This data is from the Open Reaction Database (ORD), a public repository of structured organic reaction records. The task is: describe an organic reaction: reactants, conditions, products, and yield Procedure: 2.4 g (4.728 mmol) of 3(R)-[(4-benzyloxyphenyl)methyl]-5(S)-[1(S)-(Boc-amino)-2-cyclohexylethyl]dihydrofuran-2-one in 10 ml of dimethoxyethane are hydrolysed, under a protective gas, with 9.45 ml of a 1M solution of lithium hydroxide. After 17 h at RT, the reaction mixture is treated with an ice-cold mixture of 324 ml of sat. NH4Cl solution, 27 ml of 10% citric acid solution and 134 ml of methylene chloride. Methanol is added in order to dissolve the product completely. The aqueous phase is sepa... As a reaction SMILES: [CH2:1]([O:8][C:9]1[CH:14]=[CH:13][C:12]([CH2:15][C@@H:16]2[CH2:20][C@@H:19]([C@@H:21]([NH:29][C:30]([O:32][C:33]([CH3:36])([CH3:35])[CH3:34])=[O:31])[CH2:22][CH:23]3[CH2:28][CH2:27][CH2:26][CH2:25][CH2:24]3)[O:18][C:17]2=[O:37])=[CH:11][CH:10]=1)[C:2]1[CH:7]=[CH:6][CH:5]=[CH:4][CH:3]=1.[OH-].[Li+].[NH4+].[Cl-].C(O)(=O)CC(CC(O)=O)(C(O)=O)[OH:45]>C(COC)OC.CO.C(Cl)Cl>[C:30]([NH:29][C@@H:21]([CH2:22][CH:23]1[CH2:24][CH2:25][CH2:26][CH2:27][CH2:28]1)[C@@H:19]([OH:45])[CH2:20][C@@H:16]([CH2:15][C:12]1[CH:11]=[CH:10][C:9]([O:8][CH2:1][C:2]2[CH:3]=[CH:4][CH:5]=[CH:6][CH:7]=2)=[CH:14][CH:13]=1)[C:17]([OH:18])=[O:37])([O:32][C:33]([CH3:35])([CH3:36])[CH3:34])=[O:31] |f:1.2,3.4|. Conditions: time 17 hour. Starting materials: C(C1=CC=CC=C1)OC1=CC=C(C=C1)C[C@H]1C(O[C@@H](C1)[C@H](CC1CCCCC1)NC(=O)OC(C)(C)C)=O (3(R)-[(4-benzyloxyphenyl)methyl]-5(S)-[1(S)-(Boc-amino)-2-cyclohexylethyl]dihydrofuran-2-one), ice, [NH4+].[Cl-] (NH4Cl), C(CC(O)(C(=O)O)CC(=O)O)(=O)O (citric acid), ( II ), ( C ), solution, [OH-].[Li+] (lithium hydroxide). Yields the product C(=O)(OC(C)(C)C)N[C@H]([C@H](C[C@H](C(=O)O)CC1=CC=C(C=C1)OCC1=CC=CC=C1)O)CC1CCCCC1 (5(S)-(Boc-Amino)-4(S)-hydroxy-6-cyclohexyl-2(R)-[(4-benzyloxyphenyl)methyl]hexanoic acid). Solvent: CO (Methanol), C(Cl)Cl (methylene chloride), C(OC)COC (dimethoxyethane). Starting materials: O=C([O-])[O-], O=Cc1cccc2c1OCO2, CO, [K+], [K+], OO. Product: O=C(O)c1cccc2c1OCO2. RXN SMILES: [C:12]([O-:13])(=[O:14])[O-:15].[CH2:1]1[O:2][c:3]2[c:4]([CH:5]=[O:6])[cH:7][cH:8][cH:9][c:10]2[O:11]1.[CH3:20][OH:21].[K+:16].[K+:17].[OH:18][OH:19]>>[CH2:1]1[O:2][c:3]2[c:4]([C:5](=[O:6])[OH:13])[cH:7][cH:8][cH:9][c:10]2[O:11]1.